This data is from the Open Reaction Database (ORD), a public repository of structured organic reaction records. The task is: describe an organic reaction: reactants, conditions, products, and yield Starting materials: C(C)OC(CC(CC1CC1)C[N+](=O)[O-])=O (4-cyclopropyl-3-nitromethyl-butanoic acid ethyl ester), [OH-].[K+].O (KOH H2O). Run in CO (MeOH). Conditions: time 8 hour. Product: C1(CC1)CC(CC(=O)O)C[N+](=O)[O-] (4-cyclopropyl-3-nitromethyl-butanoic acid). Isolated yield 95.5%. As a reaction SMILES: C([O:3][C:4](=[O:15])[CH2:5][CH:6]([CH2:11][N+:12]([O-:14])=[O:13])[CH2:7][CH:8]1[CH2:10][CH2:9]1)C.[OH-].[K+].O>CO>[CH:8]1([CH2:7][CH:6]([CH2:11][N+:12]([O-:14])=[O:13])[CH2:5][C:4]([OH:15])=[O:3])[CH2:9][CH2:10]1 |f:1.2.3|. Procedure: A solution of 4-cyclopropyl-3-nitromethyl-butanoic acid ethyl ester (1.34 g, 7.27 mmol) in 50 mL of MeOH is added to 10 mL of 10% KOH/H2O at room temperature and stirred overnight. The MeOH is evaporated, and the pH of the solution is adjusted to ca. 7 by the addition of KH2PO4. The aqueous solution is extracted with EtOAc (3×100 mL), and the combined extracts are dried over Na2SO4. Evaporation of the solvents gives 1.3 g of 4-cyclopropyl-3-nitromethyl-butanoic acid as a white solid. The reactants are CCCN(CCC)C1CC=CC2=C1CCc1sc(OC)nc12, CO, Cl, C1COCCO1. The product is Cl, CCCN(CCC)C1CC=CC2=C1CCc1sc(=O)[nH]c12. RXN SMILES: [CH3:1][O:2][c:3]1[s:4][c:5]2[c:6]([n:7]1)[C:8]1=[C:13]([CH:12]([N:16]([CH2:17][CH2:18][CH3:19])[CH2:20][CH2:21][CH3:22])[CH2:11][CH:10]=[CH:9]1)[CH2:14][CH2:15]2.[CH3:30][OH:31].[ClH:29].[O:23]1[CH2:24][CH2:25][O:26][CH2:27][CH2:28]1>>[ClH:29].[O:2]=[c:3]1[s:4][c:5]2[c:6]([nH:7]1)[C:8]1=[C:13]([CH:12]([N:16]([CH2:17][CH2:18][CH3:19])[CH2:20][CH2:21][CH3:22])[CH2:11][CH:10]=[CH:9]1)[CH2:14][CH2:15]2.